This data is from the Open Reaction Database (ORD), a public repository of structured organic reaction records. The task is: describe an organic reaction: reactants, conditions, products, and yield Starting materials: C1(=CC=CC=C1)C=1OC=C2C1N(C=1C=CC=CC21)S(=O)(=O)C2=CC=CC=C2 (3-phenyl-4-(phenylsulfonyl)-4H-furo[3,4-b]indole), [OH-].[K+] (potassium hydroxide), Cl (HCl). Solvent: CS(=O)C (DMSO), O (water). The product is C1(=CC=CC=C1)C=1OC=C2C1NC=1C=CC=CC21 (3-Phenyl-4H-furo[3,4-b]indole). As a reaction SMILES: [C:1]1([C:7]2[O:8][CH:9]=[C:10]3[C:18]4[CH:17]=[CH:16][CH:15]=[CH:14][C:13]=4[N:12](S(C4C=CC=CC=4)(=O)=O)[C:11]=23)[CH:6]=[CH:5][CH:4]=[CH:3][CH:2]=1.[OH-].[K+].Cl>CS(C)=O.O>[C:1]1([C:7]2[O:8][CH:9]=[C:10]3[C:18]4[CH:17]=[CH:16][CH:15]=[CH:14][C:13]=4[NH:12][C:11]=23)[CH:2]=[CH:3][CH:4]=[CH:5][CH:6]=1 |f:1.2|. Reported procedure: 45 g (123 mmol) of 3-phenyl-4-(phenylsulfonyl)-4H-furo[3,4-b]indole and 48 g (856 mmol) of potassium hydroxide in 65 ml of DMSO and 21 ml of water are heated under reflux for 1 h. The mixture is subsequently cooled to room temperature, neutralised using 1M HCl solution and extracted with dichloromethane. The solvent is evaporated in vacuo, and the residue is purified by chromatography (heptane/ethyl acetate 10:1). Yield: 22.4 g (96 mmol), 80%. Starting materials: C1(=CC=CC=C1)[C@@H](C)NC(O[C@H](C(F)(F)F)C=1C=NC(=CC1)C)=O ((S)-2,2,2-Trifluoro-1-(6-methylpyridin-3-yl)ethyl(R)-1-phenylethylcarbamate), [O-]CC.[Na+] (sodium ethoxide). Run in C(C)O (ethanol). Product: CC1=NC=C(C=C1)[C@@H](C(F)(F)F)O ((S)-2-methyl-5-(2,2,2-trifluoro-1-hydroxyethyl)pyridine). Yield: 92.0%. Reaction SMILES: C1([C@H](NC(=O)[O:11][C@@H:12]([C:17]2[CH:18]=[N:19][C:20]([CH3:23])=[CH:21][CH:22]=2)[C:13]([F:16])([F:15])[F:14])C)C=CC=CC=1.[O-]CC.[Na+]>C(O)C>[CH3:23][C:20]1[CH:21]=[CH:22][C:17]([C@H:12]([OH:11])[C:13]([F:15])([F:14])[F:16])=[CH:18][N:19]=1 |f:1.2|. Procedure details: (S)-2,2,2-Trifluoro-1-(6-methylpyridin-3-yl)ethyl(R)-1-phenylethylcarbamate (946 mg, 2.80 mmol) was dissolved in ethanol (14 mL). To this, sodium ethoxide (1.90 g, 28.0 mmol) was added and the mixture was heated to reflux for 2 hours. The reaction mixture was concentrated, a 5% aqueous acetic acid solution was added thereto, and extraction with ethyl acetate was performed, followed by washing with a saturated aqueous sodium bicarbonate solution and brine and drying over anhydrous sodium sulfate.... Reactants: ClC1=NC2=CC=CC=C2N=C1C (2-Chloro-3-methylquinoxaline), product, C(C)NC(=S)NCC (1,3-diethylthiourea), C (Norit). Solvent: CC(=O)C (acetone), CC(=O)C (acetone). The product is Cl.CC=1C(=NC2=CC=CC=C2N1)SC(NCC)=NCC (N,N'-Diethylcarbamimidothioic acid(3-methyl-2-quinoxalinyl)ester, hydrochloride). Reaction SMILES: [Cl:1][C:2]1[C:11]([CH3:12])=[N:10][C:9]2[C:4](=[CH:5][CH:6]=[CH:7][CH:8]=2)[N:3]=1.C.[CH2:14]([NH:16][C:17]([NH:19][CH2:20][CH3:21])=[S:18])[CH3:15]>CC(C)=O>[ClH:1].[CH3:12][C:11]1[C:2]([S:18][C:17](=[N:16][CH2:14][CH3:15])[NH:19][CH2:20][CH3:21])=[N:3][C:4]2[C:9]([N:10]=1)=[CH:8][CH:7]=[CH:6][CH:5]=2 |f:4.5|. Procedure details: 2-Chloro-3-methylquinoxaline (15.0 g., 0.084 mole) was dissolved in 225 ml. of acetone, treated with Norit and filtered. The filtrate was added to 11.11 g. (0.084 mole) of 1,3-diethylthiourea in 175 ml. of acetone and the mixture was stirred at room temperature for 51/2 hours. The solid which separated was filtered and washed well with acetone, then with ether and dried to give 18.12 g. (69.7%) of product, m.p. 121.5°-122°. The solvent is O1CCCC1 (tetrahydrofuran). Procedure details: A mixture of 2-[4-(methoxycarbonyl)cyclohexylamino]-5-nitro-N-(1,3-benzodioxol-5-ylmethyl)benzamide (269 mg), methanol (10 mL), tetrahydrofuran (10 mL) and 1N-sodium hydroxide solution (5 mL) was stirred for an hour at 60° C. The mixture was acidified with 1N-hydrochloric acid to pH 4 and the organic solvent was removed by evaporation. The aqueous layer was diluted with water and extracted with chloroform. The extract was washed with brine, dried over magnesium sulfate and evaporated in vacuo. T... Yields the product C(=O)(O)C1CCC(CC1)NC1=C(C(=O)NCC2=CC3=C(OCO3)C=C2)C=C(C=C1)[N+](=O)[O-] (2-(4-carboxycyclohexylamino)-5-nitro-N-(1,3-benzodioxol-5-ylmethyl)benzamide). Yield: 97.0%. Conditions: temperature 60 celsius. The reactants are Cl (hydrochloric acid), COC(=O)C1CCC(CC1)NC1=C(C(=O)NCC2=CC3=C(OCO3)C=C2)C=C(C=C1)[N+](=O)[O-] (2-[4-(methoxycarbonyl)cyclohexylamino]-5-nitro-N-(1,3-benzodioxol-5-ylmethyl)benzamide), CO (methanol), [OH-].[Na+] (sodium hydroxide). Reaction SMILES: C[O:2][C:3]([CH:5]1[CH2:10][CH2:9][CH:8]([NH:11][C:12]2[CH:30]=[CH:29][C:28]([N+:31]([O-:33])=[O:32])=[CH:27][C:13]=2[C:14]([NH:16][CH2:17][C:18]2[CH:26]=[CH:25][C:21]3[O:22][CH2:23][O:24][C:20]=3[CH:19]=2)=[O:15])[CH2:7][CH2:6]1)=[O:4].CO.[OH-].[Na+].Cl>O1CCCC1>[C:3]([CH:5]1[CH2:6][CH2:7][CH:8]([NH:11][C:12]2[CH:30]=[CH:29][C:28]([N+:31]([O-:33])=[O:32])=[CH:27][C:13]=2[C:14]([NH:16][CH2:17][C:18]2[CH:26]=[CH:25][C:21]3[O:22][CH2:23][O:24][C:20]=3[CH:19]=2)=[O:15])[CH2:9][CH2:10]1)([OH:4])=[O:2] |f:2.3|.